Dataset: the Open Reaction Database (ORD), a public repository of structured organic reaction records. Task: describe an organic reaction: reactants, conditions, products, and yield The reactants are OC=1C2=C(N=CN1)C(=CC=N2)C(=O)N (4-hydroxypyrido[3,2-d]pyrimidine-8-carboxamide), Cl.N[C@H](CN(S(=O)(=O)C1=CC=C(C=C1)[N+](=O)[O-])C)C1=CC(=CC=C1)Br (N—[(S)-2-Amino-2-(3-bromo-phenyl)-ethyl]-N-methyl-4-nitro-benzenesulfonamide hydrochloride). Yields the product BrC=1C=C(C=CC1)[C@@H](CNC)NC=1C2=C(N=CN1)C(=CC=N2)C(=O)N (4-[(S)-1-(3-Bromo-phenyl)-2-methylamino-ethylamino]-pyrido[3,2-d]pyrimidine-8-carboxylic acid amide). Reaction SMILES: O[C:2]1[C:3]2[N:11]=[CH:10][CH:9]=[C:8]([C:12]([NH2:14])=[O:13])[C:4]=2[N:5]=[CH:6][N:7]=1.Cl.[NH2:16][C@@H:17]([C:33]1[CH:38]=[CH:37][CH:36]=[C:35]([Br:39])[CH:34]=1)[CH2:18][N:19]([CH3:32])S(C1C=CC([N+]([O-])=O)=CC=1)(=O)=O>>[Br:39][C:35]1[CH:34]=[C:33]([C@H:17]([NH:16][C:2]2[C:3]3[N:11]=[CH:10][CH:9]=[C:8]([C:12]([NH2:14])=[O:13])[C:4]=3[N:5]=[CH:6][N:7]=2)[CH2:18][NH:19][CH3:32])[CH:38]=[CH:37][CH:36]=1 |f:1.2|. Procedure: Compound 65 was prepared following general synthesis scheme 7 wherein 4-hydroxypyrido[3,2-d]pyrimidine-8-carboxamide (G) was reacted with N—[(S)-2-Amino-2-(3-bromo-phenyl)-ethyl]-N-methyl-4-nitro-benzenesulfonamide hydrochloride to give the title compound. LC/MS [401,403 (M+H)]1H NMR (400 MHz, DMSO-d6) δ 9.96 (s, 1H), 9.19 (s, 1H), 9.01 (d, 1H), 8.55 (s, 1H), 8.39 (d, 1H), 8.19 (s, 1H), 7.70 (m, 1H), 7.52-7.38 (m, 3H), 7.29 (m, 1H), 5.48 (s, 1H), 3.15 (dd, 1H), 2.91 (dd, 1H), 2.31 (s, 3H) Starting materials: CN1C(=NC=2C1=NC=C(C2)C(=O)OC)CCC2=CC=C(C=C2)C#N (methyl 3-methyl-2-[2-(4-cyanophenyl)ethyl]-imidazo[4.5-b]pyridine-6-carboxylate), [OH-].[Li+] (lithium hydroxide). Solvent: CO (methanol), O (water), O (water). Run at time 24 hour. The product is CN1C(=NC=2C1=NC=C(C2)C(=O)O)CCC2=CC=C(C=C2)C#N (3-Methyl-2-[2-(4-cyanophenyl)ethyl]-imidazo[4,5-b]pyridine-6-carboxylic acid). RXN SMILES: [CH3:1][N:2]1[C:6]2=[N:7][CH:8]=[C:9]([C:11]([O:13]C)=[O:12])[CH:10]=[C:5]2[N:4]=[C:3]1[CH2:15][CH2:16][C:17]1[CH:22]=[CH:21][C:20]([C:23]#[N:24])=[CH:19][CH:18]=1.[OH-].[Li+]>CO.O>[CH3:1][N:2]1[C:6]2=[N:7][CH:8]=[C:9]([C:11]([OH:13])=[O:12])[CH:10]=[C:5]2[N:4]=[C:3]1[CH2:15][CH2:16][C:17]1[CH:18]=[CH:19][C:20]([C:23]#[N:24])=[CH:21][CH:22]=1 |f:1.2|. Reported procedure: A solution of 3.2 g (10 mMol) of methyl 3-methyl-2-[2-(4-cyanophenyl)ethyl]-imidazo[4.5-b]pyridine-6-carboxylate in 150 ml methanol was mixed with a solution of 1.5 g lithium hydroxide in 20 ml water and stirred for 24 hours at room temperature. Then the mixture was diluted with 50 ml of water, the alcohol was distilled off and the aqueous phase was washed with ethyl acetate. After acidification with dilute hydrochloric acid the mixture was extracted several times with dichloromethane/methanol (... Starting materials: O=C(O)c1ccc(F)cc1Cl, Cc1cccc(-c2sc(C)nc2C(=O)N2CC3CC3C2CN)c1. Product: Cc1cccc(-c2sc(C)nc2C(=O)N2CC3CC3C2CNC(=O)c2ccc(F)cc2Cl)c1. As a reaction SMILES: [Cl:24][c:25]1[c:26]([C:27](=[O:28])[OH:29])[cH:30][cH:31][c:32]([F:34])[cH:33]1.[NH2:1][CH2:2][CH:3]1[CH:4]2[CH2:5][CH:6]2[CH2:7][N:8]1[C:9](=[O:10])[c:11]1[n:12][c:13]([CH3:23])[s:14][c:15]1-[c:16]1[cH:17][c:18]([CH3:22])[cH:19][cH:20][cH:21]1>>[NH:1]([CH2:2][CH:3]1[CH:4]2[CH2:5][CH:6]2[CH2:7][N:8]1[C:9](=[O:10])[c:11]1[n:12][c:13]([CH3:23])[s:14][c:15]1-[c:16]1[cH:17][c:18]([CH3:22])[cH:19][cH:20][cH:21]1)[C:27]([c:26]1[c:25]([Cl:24])[cH:33][c:32]([F:34])[cH:31][cH:30]1)=[O:28]. The reactants are Cc1ccc(CCCCN2C(=O)c3ccccc3C2=O)cn1, CCO, NN. Yields the product Cc1ccc(CCCCN)cn1. As a reaction SMILES: [CH3:1][c:2]1[cH:3][cH:4][c:5]([CH2:8][CH2:9][CH2:10][CH2:11][N:12]2[C:13](=[O:14])[c:15]3[c:16]([cH:17][cH:18][cH:19][cH:20]3)[C:21]2=[O:22])[cH:6][n:7]1.[CH3:25][CH2:26][OH:27].[NH2:23][NH2:24]>>[CH3:1][c:2]1[cH:3][cH:4][c:5]([CH2:8][CH2:9][CH2:10][CH2:11][NH2:12])[cH:6][n:7]1. Starting materials: NC1=NC=NC(=C1C(=O)NC1=CC(=C(C=C1)C1=CN=CO1)OC)Cl (4-Amino-6-chloro-N-(3-methoxy-4-(oxazol-5-yl)phenyl)pyrimidine-5-carboxamide), B(Br)(Br)Br (boron tribromide), BrBr (bromine). The solvent is ClCCl (dichloromethane). Product: NC1=NC=NC(=C1C(=O)NC1=CC(=C(C=C1)C1=CN=CO1)O)Br (4-Amino-6-bromo-N-(3-hydroxy-4-(oxazol-5-yl)phenyl)pyrimidine-5-carboxamide). Isolated yield 33.6%. Reaction SMILES: [NH2:1][C:2]1[C:7]([C:8]([NH:10][C:11]2[CH:16]=[CH:15][C:14]([C:17]3[O:21][CH:20]=[N:19][CH:18]=3)=[C:13]([O:22]C)[CH:12]=2)=[O:9])=[C:6](Cl)[N:5]=[CH:4][N:3]=1.B(Br)(Br)[Br:26].BrBr>ClCCl>[NH2:1][C:2]1[C:7]([C:8]([NH:10][C:11]2[CH:16]=[CH:15][C:14]([C:17]3[O:21][CH:20]=[N:19][CH:18]=3)=[C:13]([OH:22])[CH:12]=2)=[O:9])=[C:6]([Br:26])[N:5]=[CH:4][N:3]=1. Reported procedure: 4-Amino-6-chloro-N-(3-methoxy-4-(oxazol-5-yl)phenyl)pyrimidine-5-carboxamide (788 mg, 1.74 mmol) was treated with boron tribromide (1 M in dichloromethane, 11.8 ml, 11.8 mmol) with dichloromethane (10 ml) as a solvent according to the method described in Example 23. In this reaction conditions the chlorine atom was transformed into bromine. The solid residue (220 mg, 33% yield) was used in the next synthetic step without further purification. Purity 99%. Starting materials: BrC1=CC(=C(C=C1)C=1C=2N(C=CN1)C(=C(N2)SC)N(CC2CC2)CC2CC2)OC (N-[8-(4-Bromo-2-methoxyphenyl)-2-(methylsulfanyl)imidazo[1,2-a]pyrazin-3-yl]-N,N-dicyclopropylmethylamine), CN(C=O)C (N,N-dimethylformamide), C(C)(=O)OCC (ethyl acetate). The reagents and catalysts are [C-]#N.[Zn+2].[C-]#N (zinc cyanide). Reaction conditions: temperature 95 celsius, time 4 hour. Yields the product C1(CC1)CN(C1=C(N=C2N1C=CN=C2C2=C(C=C(C#N)C=C2)OC)SC)CC2CC2 (4-[3-[Di(cyclopropylmethyl)amino]-2-(methylsulfanyl)imidazo[1,2-a]pyrazin-8-yl]-3-methoxybenzonitrile). RXN SMILES: Br[C:2]1[CH:7]=[CH:6][C:5]([C:8]2[C:9]3[N:10]([C:14]([N:19]([CH2:24][CH:25]4[CH2:27][CH2:26]4)[CH2:20][CH:21]4[CH2:23][CH2:22]4)=[C:15]([S:17][CH3:18])[N:16]=3)[CH:11]=[CH:12][N:13]=2)=[C:4]([O:28][CH3:29])[CH:3]=1.C(OCC)(=O)C.[CH3:36][N:37](C)C=O>[C-]#N.[Zn+2].[C-]#N>[CH:21]1([CH2:20][N:19]([CH2:24][CH:25]2[CH2:27][CH2:26]2)[C:14]2[N:10]3[CH:11]=[CH:12][N:13]=[C:8]([C:5]4[CH:6]=[CH:7][C:2]([C:36]#[N:37])=[CH:3][C:4]=4[O:28][CH3:29])[C:9]3=[N:16][C:15]=2[S:17][CH3:18])[CH2:23][CH2:22]1 |f:3.4.5|. Procedure details: N-[8-(4-Bromo-2-methoxyphenyl)-2-(methylsulfanyl)imidazo[1,2-a]pyrazin-3-yl]-N,N-dicyclopropylmethylamine (53 mg) was dissolved in N,N-dimethylformamide (0.22 mL), then zinc cyanide (23 mg) and tetrakistriphenylphosphine palladium complex (13 mg) were added thereto. After that, the mixture was heated under stirring at 95° C. for 4 hours and cooled to room temperature, and then ethyl acetate was added thereto. The precipitated insoluble matters were filtered off, and then it was extracted with et... Reactants: [H-].C(C(C)C)[Al+]CC(C)C (diisobutylaluminium hydride), [OH-].[Na+] (NaOH), CN(C=1C=CC(=C(C#N)C1)F)C (5-dimethylamino-2-fluorobenzonitrile), Cl (HCl). Solvent: C(C)OCC (diethyl ether), CO (methanol). Run at time 19.5 hour. The product is CN(C=1C=CC(=C(C=O)C1)F)C (5-dimethylamino-2-fluorobenzaldehyde). Yield: 95.6%. As a reaction SMILES: [CH3:1][N:2]([CH3:12])[C:3]1[CH:4]=[CH:5][C:6]([F:11])=[C:7]([CH:10]=1)[C:8]#N.[H-].C([Al+]CC(C)C)C(C)C.Cl.[OH-:24].[Na+]>C(OCC)C.CO>[CH3:1][N:2]([CH3:12])[C:3]1[CH:4]=[CH:5][C:6]([F:11])=[C:7]([CH:10]=1)[CH:8]=[O:24] |f:1.2,4.5|. Procedure details: To a solution of 5-dimethylamino-2-fluorobenzonitrile (viii) (331 mg, 2.02 mmol) in dry diethyl ether (10 ml) stirred at room temperature under nitrogen, was added dropwise by syringe diisobutylaluminium hydride (2.8 ml, 1.0 M in toluene, 2.8 mmol, 1.4 eq) and stirring continued for 19.5 h. The solution was chilled in an ice-bath and methanol (1.0 ml) was added dropwise and the mixture stirred for 1 h before 1.0 M HCl (9 ml) was added and stirring continued for a further 1 h. The reaction mixtur... RXN SMILES: [CH3:23][C:24](=[O:25])[CH3:26].[CH3:27][CH2:28][O:29][C:30](=[O:31])[CH3:32].[CH3:8][Si:9]([CH2:10][CH2:11][O:12][CH2:13][Cl:14])([CH3:15])[CH3:16].[K+:17].[K+:18].[O-:19][C:20]([O-:21])=[O:22].[nH:1]1[cH:2][n:3][c:4]([C:6]#[N:7])[cH:5]1>>[n:1]1([CH2:13][O:12][CH2:11][CH2:10][Si:9]([CH3:8])([CH3:15])[CH3:16])[cH:2][n:3][c:4]([C:6]#[N:7])[cH:5]1. Yields the product C[Si](C)(C)CCOCn1cnc(C#N)c1. Reactants: CC(C)=O, CCOC(C)=O, C[Si](C)(C)CCOCCl, [K+], [K+], O=C([O-])[O-], N#Cc1c[nH]cn1. Starting materials: CC1=NSC(=N1)N1CCC(CC1)=O (1-(3-methyl-[1,2,4]thiadiazol-5-yl)-piperidin-4-one), FC=1C=C(CN2N=C(N=C2)N)C=C(C1F)F (1-(3,4,5-trifluoro-benzyl)-1H-[1,2,4]triazol-3-ylamine). Product: CC1=NSC(=N1)N1CCC(CC1)NC1=NN(C=N1)CC1=CC(=C(C(=C1)F)F)F ([1-(3-Methyl-[1,2,4]thiadiazol-5-yl)-piperidin-4-yl]-[1-(3,4,5-trifluoro-benzyl)-1H-[1,2,4]triazol-3-yl]-amine). RXN SMILES: [CH3:1][C:2]1[N:6]=[C:5]([N:7]2[CH2:12][CH2:11][C:10](=O)[CH2:9][CH2:8]2)[S:4][N:3]=1.[F:14][C:15]1[CH:16]=[C:17]([CH:25]=[C:26]([F:29])[C:27]=1[F:28])[CH2:18][N:19]1[CH:23]=[N:22][C:21]([NH2:24])=[N:20]1>>[CH3:1][C:2]1[N:6]=[C:5]([N:7]2[CH2:12][CH2:11][CH:10]([NH:24][C:21]3[N:22]=[CH:23][N:19]([CH2:18][C:17]4[CH:25]=[C:26]([F:29])[C:27]([F:28])=[C:15]([F:14])[CH:16]=4)[N:20]=3)[CH2:9][CH2:8]2)[S:4][N:3]=1. Procedure details: Prepared in analogy to example 1 step h) starting from 1-(3-methyl-[1,2,4]thiadiazol-5-yl)-piperidin-4-one (example 1c) and 1-(3,4,5-trifluoro-benzyl)-1H-[1,2,4]triazol-3-ylamine. The title compound was obtained as a yellow solid.